Dataset: the Open Reaction Database (ORD), a public repository of structured organic reaction records. Task: describe an organic reaction: reactants, conditions, products, and yield Starting materials: C(C)C1=CC=C(N)C=C1 (4-ethylaniline), S(O)(O)(=O)=O (sulfuric acid), S(O)(O)(=O)=O (sulfuric acid), OS(=O)(=O)O.O=S(=O)=O (oleum), ice water, C(C)C1=CC=C(N)C=C1 (4-ethylaniline). Conditions: temperature 80 celsius, time 15 minute. The product is 350, C(C)C=1C=C(C(N)=CC1S(=O)(=O)O)S(=O)(=O)O (4-ethylaniline-2,5-disulfonic acid). Yield: 53.0%. Reaction SMILES: [CH2:1]([C:3]1[CH:9]=[CH:8][C:6]([NH2:7])=[CH:5][CH:4]=1)[CH3:2].[S:10](=[O:14])(=[O:13])([OH:12])O.[OH:15][S:16](O)(=[O:18])=[O:17].O=S(=O)=O>>[CH2:1]([C:3]1[CH:4]=[C:5]([S:16]([OH:18])(=[O:17])=[O:15])[C:6](=[CH:8][C:9]=1[S:10]([OH:12])(=[O:14])=[O:13])[NH2:7])[CH3:2] |f:2.3|. Procedure details: 121 parts of 4-ethylaniline are added dropwise at 75°-83° C. to 183 parts of 100% sulfuric acid. The mixture is stirred for 15 minutes at 80° C., whereupon a clear solution forms. This sulfuric acid solution is added dropwise over 40 minutes to 320 parts of 66% oleum, while keeping the temperature at 60°-65° C. by cooling with an ice bath. After stirring for 15 minutes at 65° C., no more 4-ethylaniline can be detected. Stirring is continued for 4 hours at 150° C., then the sulfonation mixture is... Starting materials: Cl (HCl), COC1=CC=C(C=C1)N (p-anisidine), CN(C1=CC=CC=C1)C (N,N-dimethylaniline), BrC(C(=O)C1=CC=C(C=C1)OC)C (2-bromo-4′-methoxypropiophenone). Solvent: CC=1C=CC=CC1C (o-xylene). Reaction conditions: temperature 170 celsius. The product is COC=1C=C2C(=C(NC2=CC1)C1=CC=C(C=C1)OC)C (5-Methoxy-2-(4-methoxyphenyl)-3-methylindole). As a reaction SMILES: [CH3:1][O:2][C:3]1[CH:8]=[CH:7][C:6]([NH2:9])=[CH:5][CH:4]=1.CN(C)C1C=CC=CC=1.Br[CH:20]([CH3:31])[C:21]([C:23]1[CH:28]=[CH:27][C:26]([O:29][CH3:30])=[CH:25][CH:24]=1)=O.Cl>CC1C=CC=CC=1C>[CH3:1][O:2][C:3]1[CH:8]=[C:7]2[C:6](=[CH:5][CH:4]=1)[NH:9][C:21]([C:23]1[CH:28]=[CH:27][C:26]([O:29][CH3:30])=[CH:25][CH:24]=1)=[C:20]2[CH3:31]. Procedure: 0.38 mol of p-anisidine is added to 75 ml of N,N-dimethylaniline in a 1 liter reaction flask, heated to 170° C. while being stirred and then a solution of 0.18 mol of 2-bromo-4′-methoxypropiophenone in 240 ml of o-xylene is added in drops at this temperature. The strongly foaming mixture is refluxed for another 3 hours. After the solution is cooled, it is poured onto 600 ml of 2N HCl, stirred thoroughly and extracted three times with ethyl acetate. The organic extracts are washed twice each with... Reactants: C(C)(C)C1=NC(=C(C(=C1CO)C1=CC=C(C=C1)F)\C=C\C1=CC=CC=C1)C(C)C (2,6-Diisopropyl-3hydroxymethyl-4-(4-fluorophenyl)-5-[2(E)-phenyl-ethenyl]pyridine). Run in C(C)(=O)OCC.CCCCCC (ethyl acetate hexane). Yields the product C(C)(C)C1=NC(=C(C(=C1CO)C1=CC=C(C=C1)F)CCC1=CC=CC=C1)C(C)C (2,6-Diisopropyl-3-hydroxymethyl-4-(4-fluorophenyl)-5-(2-phenylethyl)pyridine). RXN SMILES: [CH:1]([C:4]1[C:9]([CH2:10][OH:11])=[C:8]([C:12]2[CH:17]=[CH:16][C:15]([F:18])=[CH:14][CH:13]=2)[C:7](/[CH:19]=[CH:20]/[C:21]2[CH:26]=[CH:25][CH:24]=[CH:23][CH:22]=2)=[C:6]([CH:27]([CH3:29])[CH3:28])[N:5]=1)([CH3:3])[CH3:2]>C(OCC)(=O)C.CCCCCC>[CH:1]([C:4]1[C:9]([CH2:10][OH:11])=[C:8]([C:12]2[CH:17]=[CH:16][C:15]([F:18])=[CH:14][CH:13]=2)[C:7]([CH2:19][CH2:20][C:21]2[CH:22]=[CH:23][CH:24]=[CH:25][CH:26]=2)=[C:6]([CH:27]([CH3:29])[CH3:28])[N:5]=1)([CH3:3])[CH3:2] |f:1.2|. Procedure details: The title compound was prepared from 2,6-diisopropyl-3-hydroxymethyl-4-(4-fluorophenyl)-[2(E)-phenylethenyl]pyridine (Example 34) according to the procedure described in Example 1, Step H. 1H NMR (300 MHz, CDCl3): δ7.19 (m, 7 H), 6.86 (m, 2 H), 4.36 (d, J=5.5 Hz, 2 H), 3.44 (sept, J=6.6 Hz, 1 H), 3.35 (sept, J=6.6 Hz, 1 H), 2.58 (m, 4 H), 1.35 (d, J=6.6 Hz, 6 H), 1.34 (d, J=6.6 Hz, 6 H), 1.19 (t, J =5.5 Hz, 1 H). FAB-MS: calculated for (C26H30FNO) 391, found 392 (M+H). Anal. Calcd for C26H30FNO:... The reactants are ClCC(COC1=NSN=C1N1CCOCC1)=NO (3-Chloro-1-[(4-morpholino-1,2,5-thiadiazol-3-yl)oxy]-2-propanone oxime), C(C)(C)N (isopropylamine). Solvent: C1CCOC1 (THF). Conditions: time 2.5 hour. The product is C(C)(C)NCC(COC1=NSN=C1N1CCOCC1)=NO (1-(Isopropylamino)-3-[(4-morpholino-1,2,5-thiadiazol-3-yl)oxyl]-2-propanone oxime). RXN SMILES: Cl[CH2:2][C:3](=[N:17][OH:18])[CH2:4][O:5][C:6]1[C:10]([N:11]2[CH2:16][CH2:15][O:14][CH2:13][CH2:12]2)=[N:9][S:8][N:7]=1.[CH:19]([NH2:22])([CH3:21])[CH3:20]>C1COCC1>[CH:19]([NH:22][CH2:2][C:3](=[N:17][OH:18])[CH2:4][O:5][C:6]1[C:10]([N:11]2[CH2:16][CH2:15][O:14][CH2:13][CH2:12]2)=[N:9][S:8][N:7]=1)([CH3:21])[CH3:20]. Reported procedure: In a 200 mL round-bottomed flask were placed 3-chloro-1-[(4-morpholino-1,2,5-thiadiazol-3-yl)oxy]-2-propanone oxime 4b (3.53 g, 12.1 mmole), isopropylamine (3.56 g, 60.3 mmole), and THF (71 mL). The mixture was stirred at room temperature for 2.5 hours. The reaction mixture was concentrated in vacuo at room temperature. The residue was triturated with isopropyl ether and precipitated crystals were filtered with suction. The crystals were dissolved in dil. HCl solution. To the solution were added...